This data is from the Open Reaction Database (ORD), a public repository of structured organic reaction records. The task is: describe an organic reaction: reactants, conditions, products, and yield The reactants are NC1=NC=CC(N1)(C)C#CC(C)O (4-(2-amino-4-methylpyrimidin-4-yl)-3-butyne-2-ol), [OH-].[Na+] (sodium hydroxide), O1CCOCC1 (dioxan). Solvent: C1(=CC=CC=C1)C (toluene). The product is NC1=NC(=CC(=N1)C#C)C (2-Amino-4-ethynyl-6-methylpyrimidine). RXN SMILES: [NH2:1][C:2]1[NH:7][C:6]([C:9]#[C:10]C(O)C)(C)[CH:5]=[CH:4][N:3]=1.[OH-].[Na+].O1CCOC[CH2:17]1>C1(C)C=CC=CC=1>[NH2:1][C:2]1[N:7]=[C:6]([C:9]#[CH:10])[CH:5]=[C:4]([CH3:17])[N:3]=1 |f:1.2|. Procedure details: A mixture of 4.44 g of 4-(2-amino-4-methylpyrimidin-4-yl)-3-butyne-2-ol, 1 g of sodium hydroxide, 5 ml of dioxan and 50 ml of toluene was refluxed for two hours. The toluene layer was decanted from the residue, concentrated under reduced pressure and chromatographed on a silica gel dry column. The product band eluted with (2:3:0.5) ethyl acetate/dichloromethane/THF. Extraction with THF and concentration of the solvent gave 0.75 g of the title compound as a solid, 129°-130° dec.; IR(nujol) 2119 (... Reactants: C(C)(C)(C)OC(=O)N1C2(CCCC2)C(N([C@](C1)(C)C1=CC(=CC(=C1)F)F)CC(=O)O)=O ([(8R)-6-(tert-butoxycarbonyl)-8-(3,5-difluorophenyl)-8-methyl-10-oxo-6,9-diazaspiro[4.5]dec-9-yl]acetic acid), C(C)(C)(C)OC(=O)N1C2(CCCC2)C(N([C@](C1)(C)C1=CC(=CC(=C1)F)F)CC(=O)O)=O ([(8R)-6-(tert-butoxycarbonyl)-8-(3,5-difluorophenyl)-8-methyl-10-oxo-6,9-diazaspiro[4.5]dec-9-yl]acetic acid), OS(=O)(=O)O (H2SO4), CO (MeOH). Yields the product FC=1C=C(C=C(C1)F)[C@@]1(CNC2(CCCC2)C(N1CC(=O)OC)=O)C (Methyl [(8R)-8-(3,5-difluorophenyl)-8-methyl-10-oxo-6,9-diazaspiro[4.5]dec-9-yl]acetate). RXN SMILES: C(OC([N:8]1[CH2:17][C@:16]([C:19]2[CH:24]=[C:23]([F:25])[CH:22]=[C:21]([F:26])[CH:20]=2)([CH3:18])[N:15]([CH2:27][C:28]([OH:30])=[O:29])[C:14](=[O:31])[C:9]21[CH2:13][CH2:12][CH2:11][CH2:10]2)=O)(C)(C)C.OS(O)(=O)=O.[CH3:37]O>>[F:25][C:23]1[CH:24]=[C:19]([C@@:16]2([CH3:18])[N:15]([CH2:27][C:28]([O:30][CH3:37])=[O:29])[C:14](=[O:31])[C:9]3([CH2:10][CH2:11][CH2:12][CH2:13]3)[NH:8][CH2:17]2)[CH:20]=[C:21]([F:26])[CH:22]=1. Reported procedure: A mixture of [(8R)-6-(tert-butoxycarbonyl)-8-(3,5-difluorophenyl)-8-methyl-10-oxo-6,9-diazaspiro[4.5]dec-9-yl]acetic acid (4.41 g, 10.1 mmol, described in Intermediate 21) and conc. H2SO4 (3.0 mL) in MeOH (100 mL) was heated at reflux for 24 h. The reaction mixture was concentrated in vacuo to a volume of about 30 mL, poured into saturated aqueous NaHCO3 (150 mL), and extracted with EtOAc (2×200 mL). The combined organic extracts were dried over Na2SO4, filtered, and concentrated in vacuo to aff...